This data is from the Open Reaction Database (ORD), a public repository of structured organic reaction records. The task is: describe an organic reaction: reactants, conditions, products, and yield Reactants: COC1=C(C=CC=C1)NC(=O)[C@H]1CC=2C(=NC=CC2)N1C([C@H](C(C)C)NC([C@H](C)N(C(OC(C)(C)C)=O)C)=O)=O (tert-butyl (R)-(2S)-1-((2S)-1-(2-(2-methoxyphenylcarbamoyl)-2,3-dihydro-1H-pyrrolo[2,3-b]pyridin-1-yl)-3-methyl-1-oxobutan-2-ylamino)-1-oxopropan-2-yl(methyl)carbamate), C(=O)(C(F)(F)F)O (TFA). Run in C(Cl)Cl (DCM). Reaction conditions: time 2 hour. Product: COC1=C(C=CC=C1)NC(=O)[C@H]1CC=2C(=NC=CC2)N1C([C@H](C(C)C)NC([C@H](C)NC)=O)=O ((R)-1-[(S)-3-methyl-2-((S)-2-methylamino-propionylamino)-butyryl]-2,3-dihydro-1H-pyrrolo[2,3-b]pyridine-2-carboxylic acid (2-methoxyphenyl)-amide). Yield: 74.6%. As a reaction SMILES: [CH3:1][O:2][C:3]1[CH:8]=[CH:7][CH:6]=[CH:5][C:4]=1[NH:9][C:10]([C@@H:12]1[N:20]([C:21](=[O:40])[C@@H:22]([NH:26][C:27](=[O:39])[C@@H:28]([N:30](C)[C:31](=O)OC(C)(C)C)[CH3:29])[CH:23]([CH3:25])[CH3:24])[C:15]2=[N:16][CH:17]=[CH:18][CH:19]=[C:14]2[CH2:13]1)=[O:11].C(O)(C(F)(F)F)=O>C(Cl)Cl>[CH3:1][O:2][C:3]1[CH:8]=[CH:7][CH:6]=[CH:5][C:4]=1[NH:9][C:10]([C@@H:12]1[N:20]([C:21](=[O:40])[C@@H:22]([NH:26][C:27](=[O:39])[C@@H:28]([NH:30][CH3:31])[CH3:29])[CH:23]([CH3:25])[CH3:24])[C:15]2=[N:16][CH:17]=[CH:18][CH:19]=[C:14]2[CH2:13]1)=[O:11]. Procedure details: For Example 9: To a solution of tert-butyl (R)-(2S)-1-((2S)-1-(2-(2-methoxyphenylcarbamoyl)-2,3-dihydro-1H-pyrrolo[2,3-b]pyridin-1-yl)-3-methyl-1-oxobutan-2-ylamino)-1-oxopropan-2-yl(methyl)carbamate (36 mg, 65.0 μmol, Eq: 1.00) in DCM (2 mL) was added TFA (1 mL, 13.0 mmol, Eq: 200) and the resulting solution was stirred at rt. After 2 h, the reaction mixture was concentrated in vacuo, the residue was treated with saturated aqueous NaHCO3 (5 mL) and the resulting mixture was extracted with DCM (...